This data is from the Open Reaction Database (ORD), a public repository of structured organic reaction records. The task is: describe an organic reaction: reactants, conditions, products, and yield Starting materials: FC1=CC=C(C#N)C=C1 (4-fluorobenzonitrile), NCCCO (3-aminopropanol), O (Water), N#N (N2). The solvent is C(C)OCC (diethyl ether). Product: C(#N)C1=CC=C(NCCCO)C=C1 ((4-Cyanoanilino)propan-3-ol). Isolated yield 84.0%. RXN SMILES: F[C:2]1[CH:9]=[CH:8][C:5]([C:6]#[N:7])=[CH:4][CH:3]=1.[NH2:10][CH2:11][CH2:12][CH2:13][OH:14].N#N.O>C(OCC)C>[C:6]([C:5]1[CH:8]=[CH:9][C:2]([NH:10][CH2:11][CH2:12][CH2:13][OH:14])=[CH:3][CH:4]=1)#[N:7]. Procedure details: A mixture of 4-fluorobenzonitrile (1.0 g, 8.26 mmol) and 3-aminopropanol (4.54 g, 58.7 mmol) was refluxed under an inert atmosphere (N2) for 15 h. Water (500 mL) and diethyl ether (500 mL) were then added, and the resulting organic layer separated, dried (Na2SO4) and concentrated. The residue was purified by column chromatography (heptane:EtOAc; 1:3) to give the sub-title compound in 84% yield. The reactants are ClCCCl, CS(N)(=O)=O, CCN(C(C)C)C(C)C, Cl, CN(C)C=O, On1nnc2cccnc21, CC(CC(Cc1ccc(-c2ccccc2)cc1)NC(=O)OC(C)(C)C)C(=O)O. The product is CC(CC(Cc1ccc(-c2ccccc2)cc1)NC(=O)OC(C)(C)C)C(=O)NS(C)(=O)=O. Reaction SMILES: [CH2:34]([Cl:35])[CH2:36][Cl:37].[CH3:29][S:30](=[O:31])(=[O:32])[NH2:33].[CH:49]([N:50]([CH2:51][CH3:52])[CH:53]([CH3:54])[CH3:55])([CH3:56])[CH3:57].[ClH:38].[O:58]=[CH:59][N:60]([CH3:61])[CH3:62].[OH:39][n:40]1[c:41]2[n:42][cH:43][cH:44][cH:45][c:46]2[n:47][n:48]1.[c:1]1(-[c:23]2[cH:24][cH:25][cH:26][cH:27][cH:28]2)[cH:2][cH:3][c:4]([CH2:7][CH:8]([CH2:9][CH:10]([C:11](=[O:12])[OH:13])[CH3:14])[NH:15][C:16](=[O:17])[O:18][C:19]([CH3:20])([CH3:21])[CH3:22])[cH:5][cH:6]1>>[c:1]1(-[c:23]2[cH:24][cH:25][cH:26][cH:27][cH:28]2)[cH:2][cH:3][c:4]([CH2:7][CH:8]([CH2:9][CH:10]([C:11](=[O:12])[NH:33][S:30]([CH3:29])(=[O:31])=[O:32])[CH3:14])[NH:15][C:16](=[O:17])[O:18][C:19]([CH3:20])([CH3:21])[CH3:22])[cH:5][cH:6]1. The reactants are NC=1C=C2C=NC(=NC2=CC1)C1=CC2=C(C=C1)OCO2 (6-amino-2-(3,4-methylendioxy-phenyl)-quinazoline), [K+].[Br-] (KBr), C(Cl)(Cl)Cl.CO (CHCl3 MeOH). Product: NC=1C=C2C=NC(=NC2=CC1)C1=CC2=C(OCCO2)C=C1 (6-amino-2-(2,3-dihydro-1,4-benzodioxin-6-yl)-quinazoline). Yield: 67.0%. RXN SMILES: [NH2:1][C:2]1[CH:3]=[C:4]2[C:9](=[CH:10][CH:11]=1)[N:8]=[C:7]([C:12]1[CH:17]=[CH:16][C:15]3[O:18][CH2:19][O:20][C:14]=3[CH:13]=1)[N:6]=[CH:5]2.[K+].[Br-].[CH:23](Cl)(Cl)Cl.CO>>[NH2:1][C:2]1[CH:3]=[C:4]2[C:9](=[CH:10][CH:11]=1)[N:8]=[C:7]([C:12]1[CH:17]=[CH:16][C:15]3[O:18][CH2:23][CH2:19][O:20][C:14]=3[CH:13]=1)[N:6]=[CH:5]2 |f:1.2,3.4|. Procedure details: This compound was synthesized in 67% yield, according to the procedure described in example 3 for 6-amino-2-(3,4-methylendioxy-phenyl)-quinazoline. C16H13N3O2, MW: 279.30. mp 179.4-181.6° C.; 1H NMR (DMSO-d6) 9.24 (s, 1H), 7.92-7.98 (m, 2H), 7.72 (d, 1H), 7.38 (dd, 1H), 6.89-6.99 (m, 2H), 5.91 (s, 2H), 4.31 (s, 4H); IR (KBr) 1555, 1507, 1286; TLC (CHCl3/MeOH 9/1) Rf=0.65. Reactants: CC1(N(C(N(C1=O)[C@H](C(=O)N[C@@H](CCO)C)CC(C)C)=O)CC1=CC=C(C=C1)NC(=O)NC1=CC=CC=C1)C ((R)-3-((S)-2-(4,4-Dimethyl-3-(4-(3-phenylureido)-benzyl)-2,5-dioxoimidazolidin-1-yl)-2-(2-methylpropyl)acetylamino)-3-methylpropanol), [Br-].[K+] (potassium bromide), Cl[O-].[Na+] (sodium hypochlorite), C(O)([O-])=O.[Na+] (sodium hydrogencarbonate), CC(=O)NC1CC(N(C(C1)(C)C)[O])(C)C (4-acetamido-2,2,6,6-tetramethylpiperidine-1-oxyl). Solvent: C(C)(=O)OCC (ethyl acetate), C1(=CC=CC=C1)C (toluene), O (water), C(C)(=O)OCC (ethyl acetate), O (water). Run at temperature 0 celsius, time 25 minute. Product: CC1(N(C(N(C1=O)[C@H](C(=O)N[C@@H](CC=O)C)CC(C)C)=O)CC1=CC=C(C=C1)NC(=O)NC1=CC=CC=C1)C ((R)-3-((S)-2-(4,4-Dimethyl-3-(4-(3-phenylureido)benzyl)-2,5-dioxoimidazolidin-1-yl)-2-(2-methylpropyl)acetylamino)-3-methylpropanal). As a reaction SMILES: [CH3:1][C:2]1([CH3:39])[C:6](=[O:7])[N:5]([C@@H:8]([CH2:17][CH:18]([CH3:20])[CH3:19])[C:9]([NH:11][C@H:12]([CH3:16])[CH2:13][CH2:14][OH:15])=[O:10])[C:4](=[O:21])[N:3]1[CH2:22][C:23]1[CH:28]=[CH:27][C:26]([NH:29][C:30]([NH:32][C:33]2[CH:38]=[CH:37][CH:36]=[CH:35][CH:34]=2)=[O:31])=[CH:25][CH:24]=1.[Br-].[K+].CC(NC1CC(C)(C)N([O])C(C)(C)C1)=O.Cl[O-].[Na+].C(=O)([O-])O.[Na+]>C(OCC)(=O)C.C1(C)C=CC=CC=1.O>[CH3:39][C:2]1([CH3:1])[C:6](=[O:7])[N:5]([C@@H:8]([CH2:17][CH:18]([CH3:20])[CH3:19])[C:9]([NH:11][C@H:12]([CH3:16])[CH2:13][CH:14]=[O:15])=[O:10])[C:4](=[O:21])[N:3]1[CH2:22][C:23]1[CH:24]=[CH:25][C:26]([NH:29][C:30]([NH:32][C:33]2[CH:38]=[CH:37][CH:36]=[CH:35][CH:34]=2)=[O:31])=[CH:27][CH:28]=1 |f:1.2,4.5,6.7,^1:50|. Procedure details: 56.5 mg of (R)-3-((S)-2-(4,4-Dimethyl-3-(4-(3-phenylureido)-benzyl)-2,5-dioxoimidazolidin-1-yl)-2-(2-methylpropyl)acetylamino)-3-methylpropanol were dissolved in a mixture of 3 ml of ethyl acetate, 1 ml of toluene and 1 ml of water with 10.8 mg of potassium bromide. After addition of a catalytic amount of 4-acetamido-2,2,6,6-tetramethylpiperidine-1-oxyl (=4-acetamido-TEMPO), a mixture of 0.5 ml of sodium hypochlorite solution (13% strength), 0.5 ml of saturated sodium hydrogencarbonate solution ... The reactants are COCC1SCC2C(NC(=O)C(=NOC)c3csc(NC(c4ccccc4)(c4ccccc4)c4ccccc4)n3)C(=O)N2C1(O)C(=O)OC(C)(C)C, c1ccncc1. Product: COCC1=C(C(=O)OC(C)(C)C)N2C(=O)C(NC(=O)C(=NOC)c3csc(NC(c4ccccc4)(c4ccccc4)c4ccccc4)n3)C2CS1. RXN SMILES: [C:1]([c:2]1[cH:3][cH:4][cH:5][cH:6][cH:7]1)([c:8]1[cH:9][cH:10][cH:11][cH:12][cH:13]1)([c:14]1[cH:15][cH:16][cH:17][cH:18][cH:19]1)[NH:20][c:21]1[s:22][cH:23][c:24]([C:26]([C:27](=[O:28])[NH:29][CH:30]2[CH:31]3[CH2:32][S:33][CH:34]([CH2:47][O:48][CH3:49])[C:35]([C:39](=[O:40])[O:41][C:42]([CH3:43])([CH3:44])[CH3:45])([OH:46])[N:36]3[C:37]2=[O:38])=[N:50][O:51][CH3:52])[n:25]1.[cH:53]1[cH:54][cH:55][n:56][cH:57][cH:58]1>>[C:1]([c:2]1[cH:3][cH:4][cH:5][cH:6][cH:7]1)([c:8]1[cH:9][cH:10][cH:11][cH:12][cH:13]1)([c:14]1[cH:15][cH:16][cH:17][cH:18][cH:19]1)[NH:20][c:21]1[s:22][cH:23][c:24]([C:26]([C:27](=[O:28])[NH:29][CH:30]2[CH:31]3[CH2:32][S:33][C:34]([CH2:47][O:48][CH3:49])=[C:35]([C:39](=[O:40])[O:41][C:42]([CH3:43])([CH3:44])[CH3:45])[N:36]3[C:37]2=[O:38])=[N:50][O:51][CH3:52])[n:25]1. Reactants: BrCC=1C=CC(=C(C(=O)NC)C1)C (5-bromomethyl-2,N-dimethylbenzamide), CN1CCNCC1 (N-methylpiperazine), O (Water). Run in C1CCOC1 (THF). Reaction conditions: time 8 hour. Yields the product CC1=C(C(=O)NC)C=C(C=C1)CN1CCN(CC1)C (2,N-dimethyl-5-(4-methylpiperazin-1-ylmethyl)benzamide). Isolated yield 38.3%. As a reaction SMILES: Br[CH2:2][C:3]1[CH:4]=[CH:5][C:6]([CH3:13])=[C:7]([CH:12]=1)[C:8]([NH:10][CH3:11])=[O:9].[CH3:14][N:15]1[CH2:20][CH2:19][NH:18][CH2:17][CH2:16]1.O>C1COCC1>[CH3:13][C:6]1[CH:5]=[CH:4][C:3]([CH2:2][N:18]2[CH2:19][CH2:20][N:15]([CH3:14])[CH2:16][CH2:17]2)=[CH:12][C:7]=1[C:8]([NH:10][CH3:11])=[O:9]. Reported procedure: To a solution of 5-bromomethyl-2,N-dimethylbenzamide (4.94 g, 24 mmol) in anhydrous THF (75 mL) was added N-methylpiperazine (5.3 mL, 4.81 g, 48 mmol). A white precipitate was formed. Stirring continued overnight. Water (100 mL) was added, and the mixture was extracted with ethyl acetate (200 mL). The organic layer was washed with brine and dried over anhydrous Na2SO4. Purification by column chromatography (Silica Gel 230-400 mesh; 0-5% methanol (containing 7.0 M ammonia) in CH2Cl2 as eluent) to... Starting materials: CC(CC)=O (2-butanone), OC1=CC=C2C(=CC(OC2=C1CCC)=O)C(F)(F)F (7-hydroxy-8-propyl-4-(trifluoromethyl)-2H-chromen-2-one), BrCCCCN1C(N(C(C1=O)(C)C)C)=O (3-(4-bromobutyl)-1,5,5-trimethylimidazolidine-2,4-dione), C([O-])([O-])=O.[K+].[K+] (potassium carbonate). Solvent: O (water). Reaction conditions: temperature 80 celsius, time 8 hour. Product: CN1C(N(C(C1(C)C)=O)CCCCOC1=CC=C2C(=CC(OC2=C1CCC)=O)C(F)(F)F)=O (1,5,5-trimethyl-3-[4-[2-oxo-8-propyl-4-(trifluoromethyl)-2H-chromen-7-yloxy]butyl]imidazolidine-2,4-dione). Isolated yield 103.8%. RXN SMILES: CC(=O)CC.[OH:6][C:7]1[C:16]([CH2:17][CH2:18][CH3:19])=[C:15]2[C:10]([C:11]([C:21]([F:24])([F:23])[F:22])=[CH:12][C:13](=[O:20])[O:14]2)=[CH:9][CH:8]=1.Br[CH2:26][CH2:27][CH2:28][CH2:29][N:30]1[C:34](=[O:35])[C:33]([CH3:37])([CH3:36])[N:32]([CH3:38])[C:31]1=[O:39].C(=O)([O-])[O-].[K+].[K+]>O>[CH3:38][N:32]1[C:33]([CH3:37])([CH3:36])[C:34](=[O:35])[N:30]([CH2:29][CH2:28][CH2:27][CH2:26][O:6][C:7]2[C:16]([CH2:17][CH2:18][CH3:19])=[C:15]3[C:10]([C:11]([C:21]([F:24])([F:22])[F:23])=[CH:12][C:13](=[O:20])[O:14]3)=[CH:9][CH:8]=2)[C:31]1=[O:39] |f:3.4.5|. Procedure: A 2-butanone (2 mL) solution of 7-hydroxy-8-propyl-4-(trifluoromethyl)-2H-chromen-2-one (30 mg, 0.11 mmol), 3-(4-bromobutyl)-1,5,5-trimethylimidazolidine-2,4-dione (30.5 mg, 0.11 mmol), and potassium carbonate (22.8 mg, 0.165 mmol) was heated and stirred overnight at 80° C. The reaction solution was added with water and extracted with ethyl acetate. Subsequently, the organic layer was washed with saturated saline, dried using anhydrous sodium sulfate, and concentrated under vacuum. The obtained ...